This data is from the Open Reaction Database (ORD), a public repository of structured organic reaction records. The task is: describe an organic reaction: reactants, conditions, products, and yield Starting materials: C[Si](C)(C)[N-][Si](C)(C)C.[K+] (KHMDS), C(C1=CC=CC=C1)OC1=CC=C(C=C1)C1(C(CCCCC1)=O)C1=C(C=CC=C1F)F (2-(4-(benzyloxy)phenyl)-2-(2,6-difluorophenyl)cycloheptanone). Run in C1(=CC=CC=C1)C (toluene), CN1CCCN(C1=O)C (DMPU). Conditions: temperature 90 celsius. Yields the product C(C1=CC=CC=C1)OC1=CC=C(C=C1)C/12C3=C(O\C1=C\CCCC2)C=CC=C3F ((E)-10a-(4-(Benzyloxy)phenyl)-1-fluoro-8,9,10,10a-tetrahydro-7H-benzo[b]-cyclohepta[d]furan). RXN SMILES: C[Si]([N-][Si](C)(C)C)(C)C.[K+].[CH2:11]([O:18][C:19]1[CH:24]=[CH:23][C:22]([C:25]2([C:33]3[C:38]([F:39])=[CH:37][CH:36]=[CH:35][C:34]=3F)[CH2:31][CH2:30][CH2:29][CH2:28][CH2:27][C:26]2=[O:32])=[CH:21][CH:20]=1)[C:12]1[CH:17]=[CH:16][CH:15]=[CH:14][CH:13]=1>C1(C)C=CC=CC=1.CN1C(=O)N(C)CCC1>[CH2:11]([O:18][C:19]1[CH:20]=[CH:21][C:22]([C:25]23[CH2:31][CH2:30][CH2:29][CH2:28][CH:27]=[C:26]2[O:32][C:34]2[CH:35]=[CH:36][CH:37]=[C:38]([F:39])[C:33]3=2)=[CH:23][CH:24]=1)[C:12]1[CH:17]=[CH:16][CH:15]=[CH:14][CH:13]=1 |f:0.1|. Procedure: KHMDS (0.2 mL, 0.5 M in toluene) was added to a solution of 2-(4-(benzyloxy)phenyl)-2-(2,6-difluorophenyl)cycloheptanone (50 mg) in toluene (3 mL) and DMPU (1 mL). The reaction mixture was heated at 90° C. for 2 h (TLC indicated some conversion of the starting material). Additional heating for 1 h gave no further conversion of the starting material according to TLC. The organic phase was washed with water (10 mL), brine, dried (Na2SO4) and concentrated in vacuo. Work-up by flash chromatography (... Reactants: ClCCOC=1C(=C(C=CC1)CS(=O)(=O)C1=CC=CC2=CC=CC=C12)[N+](=O)[O-] (1-[3-(2-chloro-ethoxy)-2-nitro-phenyl-methanesulfonyl]-naphthalene), C(=O)O (formic acid). Reagents/catalysts: [Pd] (Pd/C). Run in C1CCOC1 (THF), CO (methanol). Reaction conditions: time 20 hour. The product is ClCCOC1=C(C(=CC=C1)CS(=O)(=O)C1=CC=CC2=CC=CC=C12)N (2-(2-Chloro-ethoxy)-6-(naphthalene-1-sulfonylmethyl)-phenyl amine). Isolated yield 88.6%. Reaction SMILES: [Cl:1][CH2:2][CH2:3][O:4][C:5]1[C:6]([N+:25]([O-])=O)=[C:7]([CH2:11][S:12]([C:15]2[C:24]3[C:19](=[CH:20][CH:21]=[CH:22][CH:23]=3)[CH:18]=[CH:17][CH:16]=2)(=[O:14])=[O:13])[CH:8]=[CH:9][CH:10]=1.C(O)=O>C1COCC1.CO.[Pd]>[Cl:1][CH2:2][CH2:3][O:4][C:5]1[CH:10]=[CH:9][CH:8]=[C:7]([CH2:11][S:12]([C:15]2[C:24]3[C:19](=[CH:20][CH:21]=[CH:22][CH:23]=3)[CH:18]=[CH:17][CH:16]=2)(=[O:14])=[O:13])[C:6]=1[NH2:25]. Procedure: A mixture of 1-[3-(2-chloro-ethoxy)-2-nitro-phenyl-methanesulfonyl]-naphthalene (1.24 g, 3.5 mmoles) and 10% Pd/C in THF (20 mL), methanol (5 mL), and formic acid (5 mL) was hydrogenated in a Parr hydrogenation bottle (250 mL) at 40 lb/in2 for 20 hours. The mixture was filtered through Celite, and the filtrate was diluted with EtOAc, washed with water, dried over Na2SO4, and concentrated under vacuum. The crude product was purified by flash chromatography using as eluent 5% EtOAc/CH2Cl2 to affor...